From a dataset of the Open Reaction Database (ORD), a public repository of structured organic reaction records. describe an organic reaction: reactants, conditions, products, and yield Starting materials: C(#N)C=1C=C(C=CC1)C1=C(C=CC(=C1)[N+](=O)[O-])OC (2-(3-cyanophenyl)-4-nitroanisole), solution, CO (Methanol), Cl (hydrochloride). The solvent is O1CCCC1 (tetrahydrofuran), O1CCCC1 (tetrahydrofuran). Reaction conditions: time 14 hour. Yields the product Cl.NCC=1C=C(C=CC1)C1=C(C=CC(=C1)[N+](=O)[O-])OC (2-(3-aminomethylphenyl)-4-nitroanisole hydrochloride). The yield is 47.9%. As a reaction SMILES: [C:1]([C:3]1[CH:4]=[C:5]([C:9]2[CH:14]=[C:13]([N+:15]([O-:17])=[O:16])[CH:12]=[CH:11][C:10]=2[O:18][CH3:19])[CH:6]=[CH:7][CH:8]=1)#[N:2].[ClH:20].CO>O1CCCC1>[ClH:20].[NH2:2][CH2:1][C:3]1[CH:4]=[C:5]([C:9]2[CH:14]=[C:13]([N+:15]([O-:17])=[O:16])[CH:12]=[CH:11][C:10]=2[O:18][CH3:19])[CH:6]=[CH:7][CH:8]=1 |f:4.5|. Procedure: To a stirring solution of 2-(3-cyanophenyl)-4-nitroanisole from Example 111 (4.0 g, 16 mmol) in tetrahydrofuran (100 mL) was added borane-tetrahydrofuran complex dropwise (48 mL of a 1.0 M solution in tetrahydrofuran, 3 equiv, 48 mmol). The solution was heated to reflux for 3 hours. The solution was allowed to cool to room temperature and hydrochloride acid (24 mL of 4.0 M solution in dioxane, 96 mmol) was added slowly. Methanol (100 mL) was added slowly and the solution was evaporated to drynes... Run in C1(=CC=CC=C1)C (toluene). Starting materials: COC1=CC=C(CC(C(=O)[O-])=O)C=C1 (4-(methoxy)benzylglyoxylate), CCOCC (ether), C1(CCCCC1)C[Mg]Br (cyclohexylmethylmagnesium bromide), BrCC1CCCCC1 (bromomethylcyclohexane), Mg, BrCCBr (1,2-dibromoethane). Conditions: time 1 hour. Isolated yield 26.0%. Yields the product hexanes EtOAc, C1(CCCCC1)CC(C(=O)OCC1=CC=C(C=C1)OC)O ((R/S)-3-Cyclohexyl-2-hydroxy-propanoic acid, 4-(methoxy)benzyl ester). Procedure details: A solution of 0.50 g (2.32 mmol) of 4-(methoxy)benzylglyoxylate (azeotropically dried with 2×25 mL of toluene) in 2 mL of ether at −78° C. was treated with 7 mL of 0.5 M of cyclohexylmethylmagnesium bromide (prepared from 1.0 mL (7.1 mmol) of bromomethylcyclohexane, 174 mg (7.1 mmol) of Mg, 0.1 mL (1.1 mmol) of 1,2-dibromoethane in 14 mL of ether) and the resulting mixture was stirred cold for 1 h. The reaction was quenched with 1 N NaHCO3 and the quenched mixture was partitioned between 100 mL ... As a reaction SMILES: CO[C:3]1[CH:14]=[CH:13][C:6]([CH2:7][C:8](=[O:12])[C:9]([O-:11])=[O:10])=[CH:5][CH:4]=1.[CH:15]1([CH2:21][Mg]Br)[CH2:20][CH2:19][CH2:18][CH2:17][CH2:16]1.BrCC1CCCCC1.BrCCBr.C[CH2:37][O:38]CC>C1(C)C=CC=CC=1>[CH:6]1([CH2:7][CH:8]([OH:12])[C:9]([O:11][CH2:21][C:15]2[CH:20]=[CH:19][C:18]([O:38][CH3:37])=[CH:17][CH:16]=2)=[O:10])[CH2:5][CH2:4][CH2:3][CH2:14][CH2:13]1.